From a dataset of the Open Reaction Database (ORD), a public repository of structured organic reaction records. describe an organic reaction: reactants, conditions, products, and yield Reactants: SC1=C(C=C2C(C(=CN(C2=C1)COCC[Si](C)(C)C)C#N)=O)[N+](=O)[O-] (1,4-dihydro-7-mercapto-6-nitro-4-oxo-1-[[2-(trimethylsilyl)ethoxy]methyl]-3-quinolinecarbonitrile), O1CCCC1 (tetrahydrofuran). The solvent is CO (methanol). Reaction conditions: time 30 minute. Product: OC1=C(C=NC=2C=C3C(=CC12)N=CS3)C#N (8-Hydroxy[1,3]thiazolo[4,5-g]quinoline-7-carbonitrile). The yield is 55.0%. As a reaction SMILES: [SH:1][C:2]1[CH:11]=[C:10]2[C:5]([C:6](=[O:22])[C:7]([C:20]#[N:21])=[CH:8][N:9]2COCC[Si](C)(C)C)=[CH:4][C:3]=1[N+:23]([O-])=O.O1CCC[CH2:27]1>CO>[OH:22][C:6]1[C:5]2[CH:4]=[C:3]3[N:23]=[CH:27][S:1][C:2]3=[CH:11][C:10]=2[N:9]=[CH:8][C:7]=1[C:20]#[N:21]. Procedure details: A mixture of 377 mg (1.0 mmol) of 1,4-dihydro-7-mercapto-6-nitro-4-oxo-1-[[2-(trimethylsilyl)ethoxy]methyl]-3-quinolinecarbonitrile and 200 mg of 20% palladium-hydroxide-on-carbon in 50 mL of tetrahydrofuran and 10 mL of methanol is hydrogenated in a Parr apparatus at 40 psi for 30 minutes. The mixture is filtered and concentrated in vacuo. The residue is dissolved in 5 mL of 98% formic acid, and 200 mg of imidazole is added to the solution. The solution is refluxed for 2 hours and cooled to roo...